This data is from the Open Reaction Database (ORD), a public repository of structured organic reaction records. The task is: describe an organic reaction: reactants, conditions, products, and yield Starting materials: C(C)(C)(C)OC(=O)N(S(=O)(=O)C1=CC(=C(OC=2C(=CC(=NC2)C2=CC(=CC=C2)F)C2=NC(=NC=C2)N2CCN(CC2)C(=O)OC(C)(C)C)C=C1F)Cl)C=1N=CSC1 (tert-butyl 4-(4-(5-(4-(N-(tert-butoxycarbonyl)-N-(thiazol-4-yl)sulfamoyl)-2-chloro-5-fluorophenoxy)-2-(3-fluorophenyl)pyridin-4-yl)pyrimidin-2-yl)piperazin-1-carboxylate). Solvent: dimethylchloride, FC(C(=O)O)(F)F (trifluoroacetic acid). Product: ClC=1C(=CC(=C(C1)S(=O)(=O)NC=1N=CSC1)F)OC=1C=NC(=CC1C1=NC(=NC=C1)N1CCNCC1)C1=CC(=CC=C1)F (5-chloro-2-fluoro-4-((6-(3-fluorophenyl)-4-(2-(piperazin-1-yl)pyrimidin-4-yl)pyridin-3-yl)oxy)-N-(thiazol-4-yl)benzenesulfonamide). The yield is 26.2%. As a reaction SMILES: C(OC([N:8]([C:53]1[N:54]=[CH:55][S:56][CH:57]=1)[S:9]([C:12]1[C:50]([F:51])=[CH:49][C:15]([O:16][C:17]2[C:18]([C:30]3[CH:35]=[CH:34][N:33]=[C:32]([N:36]4[CH2:41][CH2:40][N:39](C(OC(C)(C)C)=O)[CH2:38][CH2:37]4)[N:31]=3)=[CH:19][C:20]([C:23]3[CH:28]=[CH:27][CH:26]=[C:25]([F:29])[CH:24]=3)=[N:21][CH:22]=2)=[C:14]([Cl:52])[CH:13]=1)(=[O:11])=[O:10])=O)(C)(C)C>FC(F)(F)C(O)=O>[Cl:52][C:14]1[C:15]([O:16][C:17]2[CH:22]=[N:21][C:20]([C:23]3[CH:28]=[CH:27][CH:26]=[C:25]([F:29])[CH:24]=3)=[CH:19][C:18]=2[C:30]2[CH:35]=[CH:34][N:33]=[C:32]([N:36]3[CH2:37][CH2:38][NH:39][CH2:40][CH2:41]3)[N:31]=2)=[CH:49][C:50]([F:51])=[C:12]([S:9]([NH:8][C:53]2[N:54]=[CH:55][S:56][CH:57]=2)(=[O:11])=[O:10])[CH:13]=1. Procedure details: 10 mg (1.0 eq) of the obtained tert-butyl 4-(4-(5-(4-(N-(tert-butoxycarbonyl)-N-(thiazol-4-yl)sulfamoyl)-2-chloro-5-fluorophenoxy)-2-(3-fluorophenyl)pyridin-4-yl)pyrimidin-2-yl)piperazin-1-carboxylate was dissolved in 0.2 oL dimethylchloride, and 0.2 mL of trifluoroacetic acid was added thereto. The mixture was reacted at room temperature for 2 hours. The solvent was removed by concentrating under reduced pressure. The residue was separated by PLC (developing solvent, dimethylchloride:methanol=1... The reactants are OC1=CC2=C(CC(CO2)C2=CC=CC=C2)C=C1 (7-hydroxy-3-phenyl-3,4-dihydro-2H-1-benzopyrane), N1CCCCC1 (piperidine), ClCC1CO1 (1-chloro-2,3-epoxypropane). Yields the product O1CC1COC1=CC2=C(CC(CO2)C2=CC=CC=C2)C=C1 (1,2-epoxy-3-(3-phenyl-3,4-dihydro-2H-1-benzopyrane-7-yloxy)-propane). As a reaction SMILES: [OH:1][C:2]1[CH:17]=[CH:16][C:5]2[CH2:6][CH:7]([C:10]3[CH:15]=[CH:14][CH:13]=[CH:12][CH:11]=3)[CH2:8][O:9][C:4]=2[CH:3]=1.N1CCCCC1.Cl[CH2:25][CH:26]1[O:28][CH2:27]1>>[O:28]1[CH:26]([CH2:25][O:1][C:2]2[CH:17]=[CH:16][C:5]3[CH2:6][CH:7]([C:10]4[CH:15]=[CH:14][CH:13]=[CH:12][CH:11]=4)[CH2:8][O:9][C:4]=3[CH:3]=2)[CH2:27]1. Procedure details: 17 g 7-hydroxy-3-phenyl-3,4-dihydro-2H-1-benzopyrane, 0.1 cm3 piperidine and 100 cm3 1-chloro-2,3-epoxypropane were stirred for 6 hours at a temperature of 90° C. The solution was evaporated under reduced pressure, the residue was dissolved in 150 cm3 benzene and the obtained solution was extracted twice with 25--25 cm3 saturated sodium carbonate solution. The benzene phase was separated from the precipitated resin, clarificated with charcoal, filtered and evaporated. Crystallizing the residue f... The reactants are CC(=O)N1CCCc2cc(C(=O)CCl)sc2C1, CC[SiH](CC)CC, O, O=C(O)C(F)(F)F. Product: CC(=O)N1CCCc2cc(CCCl)sc2C1. Reaction SMILES: [C:1]([CH3:2])(=[O:3])[N:4]1[CH2:5][c:6]2[c:7]([cH:11][c:12]([C:14]([CH2:15][Cl:16])=[O:17])[s:13]2)[CH2:8][CH2:9][CH2:10]1.[CH2:19]([SiH:20]([CH2:21][CH3:22])[CH2:23][CH3:24])[CH3:25].[OH2:18].[OH:26][C:27]([C:28]([F:29])([F:30])[F:31])=[O:32]>>[C:1]([CH3:2])(=[O:3])[N:4]1[CH2:5][c:6]2[c:7]([cH:11][c:12]([CH2:14][CH2:15][Cl:16])[s:13]2)[CH2:8][CH2:9][CH2:10]1. The reactants are C1CCOC1, COC(=O)c1ccc(C(=O)Nc2ccc(Oc3ccccc3)cc2C(=O)NC(C)C)cc1, Cl, [Na+], [OH-]. The product is CC(C)NC(=O)c1cc(Oc2ccccc2)ccc1NC(=O)c1ccc(C(=O)O)cc1. As a reaction SMILES: [CH2:36]1[O:37][CH2:38][CH2:39][CH2:40]1.[CH:1]([CH3:2])([CH3:3])[NH:4][C:5](=[O:6])[c:7]1[c:8]([NH:20][C:21](=[O:22])[c:23]2[cH:24][cH:25][c:26]([C:27](=[O:28])[O:29][CH3:30])[cH:31][cH:32]2)[cH:9][cH:10][c:11]([O:13][c:14]2[cH:15][cH:16][cH:17][cH:18][cH:19]2)[cH:12]1.[ClH:35].[Na+:34].[OH-:33]>>[CH:1]([CH3:2])([CH3:3])[NH:4][C:5](=[O:6])[c:7]1[c:8]([NH:20][C:21](=[O:22])[c:23]2[cH:24][cH:25][c:26]([C:27](=[O:28])[OH:29])[cH:31][cH:32]2)[cH:9][cH:10][c:11]([O:13][c:14]2[cH:15][cH:16][cH:17][cH:18][cH:19]2)[cH:12]1. Reactants: CO, [C-]#[O+], C1(C=C(CC1)OS(=O)(=O)c1ccc(cc1)C)=O. The reagents and catalysts are c1ccc(cc1)-c2c3ccccc3cc4ccccc24 (9-Phenylanthracene), C(=O)([O-])[O-].[K+].[K+] (K2CO3), c1(c2c(P(c3ccccc3)c3ccccc3)ccc3c2cccc3)c(P(c2ccccc2)c2ccccc2)ccc2c1cccc2 (BINAP), C(O[Pd]OC(C)=O)(C)=O (Pd(OAc)2). The solvent is CO (MeOH). Run at temperature 110 celsius, time 18 hour. Product: COC(=O)C1=CC(=O)CC1. RXN SMILES: [C-:1]#[O+:2].[CH3:3][OH:4].Cc1ccc(S(O[C:5]([CH2:10][CH2:9][C:7]2=[O:8])=[CH:6]2)(=O)=O)cc1>>[CH3:3][O:4][C:1]([C:5]([CH2:10][CH2:9][C:7]1=[O:8])=[CH:6]1)=[O:2].